describe an organic reaction: reactants, conditions, products, and yield From a dataset of the Open Reaction Database (ORD), a public repository of structured organic reaction records. Starting materials: B, C1CCOC1, Nc1cnc(C(=O)N2CCOCC2)s1. The product is Nc1cnc(CN2CCOCC2)s1. Reaction SMILES: [BH3:15].[CH2:16]1[O:17][CH2:18][CH2:19][CH2:20]1.[O:1]1[CH2:2][CH2:3][N:4]([C:7](=[O:8])[c:9]2[s:10][c:11]([NH2:14])[cH:12][n:13]2)[CH2:5][CH2:6]1>>[O:1]1[CH2:2][CH2:3][N:4]([CH2:7][c:9]2[s:10][c:11]([NH2:14])[cH:12][n:13]2)[CH2:5][CH2:6]1. Starting materials: COC(=O)C1=CC=2N(C=C1)C(=C(N2)C2=CC=C(C=C2)C2(CCC2)NC(=O)OC(C)(C)C)C2=CC=CC=C2 (2-[4-(1-tert-butoxycarbonylamino-cyclobutyl)-phenyl]-3-phenyl-imidazo[1,2-a]pyridine-7-carboxylic acid methyl ester), N (ammonia). Run in CO (methanol). The product is C(C)(C)(C)OC(NC1(CCC1)C1=CC=C(C=C1)C=1N=C2N(C=CC(=C2)C(N)=O)C1C1=CC=CC=C1)=O ({1-[4-(7-carbamoyl-3-phenyl-imidazo[1,2-a]pyridin-2-yl)-phenyl]-cyclobutyl}-carbamic acid tert-butyl ester). As a reaction SMILES: CO[C:3]([C:5]1[CH:10]=[CH:9][N:8]2[C:11]([C:32]3[CH:37]=[CH:36][CH:35]=[CH:34][CH:33]=3)=[C:12]([C:14]3[CH:19]=[CH:18][C:17]([C:20]4([NH:24][C:25]([O:27][C:28]([CH3:31])([CH3:30])[CH3:29])=[O:26])[CH2:23][CH2:22][CH2:21]4)=[CH:16][CH:15]=3)[N:13]=[C:7]2[CH:6]=1)=[O:4].[NH3:38]>CO>[C:28]([O:27][C:25](=[O:26])[NH:24][C:20]1([C:17]2[CH:18]=[CH:19][C:14]([C:12]3[N:13]=[C:7]4[CH:6]=[C:5]([C:3](=[O:4])[NH2:38])[CH:10]=[CH:9][N:8]4[C:11]=3[C:32]3[CH:37]=[CH:36][CH:35]=[CH:34][CH:33]=3)=[CH:15][CH:16]=2)[CH2:21][CH2:22][CH2:23]1)([CH3:31])([CH3:29])[CH3:30]. Reported procedure: A mixture of 2-[4-(1-tert-butoxycarbonylamino-cyclobutyl)-phenyl]-3-phenyl-imidazo[1,2-a]pyridine-7-carboxylic acid methyl ester (150 mg) and a solution of ammonia in methanol (7M, 2.15 mL) was heated at 130° C. for 90 minutes under microwave irradiation. On cooling, the reaction mixture was concentrated in vacuo. Purification was achieved by chromatography on silica gel to give the title compound. The reactants are CC1=C(C(=CC=C1)C)NC(CCBr)=O (N-(2,6-dimethylphenyl)-3-bromopropanamide), C(=O)(OCC1=CC=CC=C1)N1CCNCC1 (N-carbobenzyloxypiperazine), C([O-])([O-])=O.[K+].[K+] (potassium carbonate). Solvent: CC(=O)C (acetone). Yields the product CC1=C(C(=CC=C1)C)NC(CCN1CCN(CC1)C(=O)OCC1=CC=CC=C1)=O (N-(2,6-dimethylphenyl)-3-(4-carbobenzyloxypiperazinyl)propanamide). As a reaction SMILES: [CH3:1][C:2]1[CH:7]=[CH:6][CH:5]=[C:4]([CH3:8])[C:3]=1[NH:9][C:10](=[O:14])[CH2:11][CH2:12]Br.[C:15]([N:25]1[CH2:30][CH2:29][NH:28][CH2:27][CH2:26]1)([O:17][CH2:18][C:19]1[CH:24]=[CH:23][CH:22]=[CH:21][CH:20]=1)=[O:16].C(=O)([O-])[O-].[K+].[K+]>CC(C)=O>[CH3:1][C:2]1[CH:7]=[CH:6][CH:5]=[C:4]([CH3:8])[C:3]=1[NH:9][C:10](=[O:14])[CH2:11][CH2:12][N:28]1[CH2:27][CH2:26][N:25]([C:15]([O:17][CH2:18][C:19]2[CH:24]=[CH:23][CH:22]=[CH:21][CH:20]=2)=[O:16])[CH2:30][CH2:29]1 |f:2.3.4|. Procedure: To a mixture of N-(2,6-dimethylphenyl)-3-bromopropanamide (1 g, 4.5 mmol) and N-carbobenzyloxypiperazine (1,7 g, 6.8 mmol) in 10mL of acetone was added potassium carbonate (0.93 g, 6.8 mmol). The mixture was refluxed for 24 hours. The mixture was filtered, and the solvent was removed from the filtrate under reduced pressure. The residue was purified using column chromatography, to provide N-(2,6-dimethylphenyl)-3-(4-carbobenzyloxypiperazinyl)propanamide, a compound of formula (3). B. To N-(2,6di... Reactants: [H-].[Na+] (sodium hydride), C(C)(=O)NC1=CC=C(C=C1)O (4-acetamidophenol), BrCC=1SC2=C(N1)C=CC=C2 (2-bromomethylbenzothiazole). The solvent is CN(C=O)C (dimethylformamide), CN(C=O)C (dimethylformamide), C(C)(=O)OCC (ethyl acetate). Reaction conditions: time 7 hour. Yields the product S1C(=NC2=C1C=CC=C2)COC2=CC=C(C=C2)NC(C)=O (N-[4-(Benzothiazol-2-ylmethoxy)phenyl]acetamide). The yield is 83.7%. Reaction SMILES: [H-].[Na+].[C:3]([NH:6][C:7]1[CH:12]=[CH:11][C:10]([OH:13])=[CH:9][CH:8]=1)(=[O:5])[CH3:4].Br[CH2:15][C:16]1[S:17][C:18]2[CH:24]=[CH:23][CH:22]=[CH:21][C:19]=2[N:20]=1>CN(C)C=O.C(OCC)(=O)C>[S:17]1[C:18]2[CH:24]=[CH:23][CH:22]=[CH:21][C:19]=2[N:20]=[C:16]1[CH2:15][O:13][C:10]1[CH:11]=[CH:12][C:7]([NH:6][C:3](=[O:5])[CH3:4])=[CH:8][CH:9]=1 |f:0.1|. Reported procedure: 0.24 g of sodium hydride (as a 60% w/w dispersion in mineral oil) were added to a solution of 133.9 mg of 4-acetamidophenol in 2.7 ml of dimethylformamide, followed by the addition of a solution of 205.6 mg of 2-bromomethylbenzothiazole in 2 ml of dimethylformamide. The resulting mixture was stirred at room temperature for 7 hours, after which the reaction mixture was diluted with ethyl acetate, washed with water, tried over sodium sulfate and the solvent removed by evaporation under reduced pre...